This data is from the Open Reaction Database (ORD), a public repository of structured organic reaction records. The task is: describe an organic reaction: reactants, conditions, products, and yield Reactants: ClCC1CN(C=2C=C(C3=C(C12)C=CC=C3)[N+](=O)[O-])C(C(F)(F)F)=O (1-(chloromethyl)-5-nitro-3-trifluoroacetyl-1,2dihydro-3H-benz[e]indole). The reagents and catalysts are O=[Pt]=O (PtO2). Run in C1=CC=CC=C1 (benzene). Yields the product NC=1C2=C(C=3C(CN(C3C1)C(C(F)(F)F)=O)CCl)C=CC=C2 (5-amino-1-(chloromethyl)-3-trifluoroacetyl-1,2-dihydro-3H-benz[e]indole). The yield is 88.8%. Reaction SMILES: [Cl:1][CH2:2][CH:3]1[C:11]2[C:10]3[CH:12]=[CH:13][CH:14]=[CH:15][C:9]=3[C:8]([N+:16]([O-])=O)=[CH:7][C:6]=2[N:5]([C:19](=[O:24])[C:20]([F:23])([F:22])[F:21])[CH2:4]1>C1C=CC=CC=1.O=[Pt]=O>[NH2:16][C:8]1[C:9]2[CH:15]=[CH:14][CH:13]=[CH:12][C:10]=2[C:11]2[CH:3]([CH2:2][Cl:1])[CH2:4][N:5]([C:19](=[O:24])[C:20]([F:21])([F:22])[F:23])[C:6]=2[CH:7]=1. Procedure: A solution of the above nitro compound (175 mg, 0.49 mmol) in benzene (30 mL) was hydrogenated over PtO2 (45 mg) at 50 psi for 1 h. Removal of the catalyst and solvent provided a solid which was recrystallised from i-Pr2O/petroleum ether to give 5-amino-1-(chloromethyl)-3-trifluoroacetyl-1,2-dihydro-3H-benz[e]indole (143 mg, 89%), mp 177° C. 1H NMR [(CD3)2SO] δ 8.11 (d, J=8.4 Hz, 1 H, H-6), 7.80 (d, J=8.3 Hz, 1 H, H-9), 7.60 (s, 1 H, H-4), 7.50 (t, J=7.7 Hz, 1 H, H-8), 7.35 (t, J=7.7 Hz, 1 H, H-... Reactants: BrCc1ccccc1, COC(=O)c1cc(I)c(O)c(C(C)(C)C)c1, CN(C)C=O, [H-], [Na+]. The product is COC(=O)c1cc(I)c(OCc2ccccc2)c(C(C)(C)C)c1. RXN SMILES: [Br:19][CH2:20][c:21]1[cH:22][cH:23][cH:24][cH:25][cH:26]1.[C:1]([CH3:2])([CH3:3])([CH3:4])[c:5]1[cH:6][c:7]([C:8](=[O:9])[O:10][CH3:11])[cH:12][c:13]([I:16])[c:14]1[OH:15].[CH3:27][N:28]([CH3:29])[CH:30]=[O:31].[H-:17].[Na+:18]>>[C:1]([CH3:2])([CH3:3])([CH3:4])[c:5]1[cH:6][c:7]([C:8](=[O:9])[O:10][CH3:11])[cH:12][c:13]([I:16])[c:14]1[O:15][CH2:20][c:21]1[cH:22][cH:23][cH:24][cH:25][cH:26]1. Reactants: O=C(O)C(c1ccccc1)c1ccccc1, Nc1ccc(F)nc1. The reagents and catalysts are CC(C)N=C=NC(C)C (DIC), CN1C(=C(C(=O)N(C1=O)C)N=O)O (Oxyma-B). Run in CN(C)C=O (DMF), CN(C)C=O (DMF), CN(C)C=O (DMF), CN(C)C=O (DMF), CN(C)C=O (DMF), CN(C)C=O (DMF). Reaction conditions: temperature 25 celsius, time 2 hour. The product is O=C(Nc1ccc(F)nc1)C(c1ccccc1)c1ccccc1. Yield: 36.3%. RXN SMILES: Nc1ccc(F)nc1.O=C(O)C(c1ccccc1)c1ccccc1.CC(C)N=C=NC(C)C.CN1C(=C(C(=O)N(C1=O)C)N=O)O.CN(C)C=O>>O=C(Nc1ccc(F)nc1)C(c1ccccc1)c1ccccc1.